Task: describe an organic reaction: reactants, conditions, products, and yield. Dataset: the Open Reaction Database (ORD), a public repository of structured organic reaction records Reactants: OBO, O=C(c1ccc(Br)cc1)C(F)(F)F, COc1ccccc1CNC1CCC(N(C)C(=O)OC(C)(C)C)CC1. Product: COc1ccc(-c2ccc(C(=O)C(F)(F)F)cc2)cc1CNC1CCC(N(C)C(=O)OC(C)(C)C)CC1. RXN SMILES: [BH:1]([OH:2])[OH:3].[Br:29][c:30]1[cH:31][cH:32][c:33]([C:36]([C:37]([F:38])([F:39])[F:40])=[O:41])[cH:34][cH:35]1.[C:4](=[O:5])([O:6][C:7]([CH3:8])([CH3:9])[CH3:10])[N:11]([CH:12]1[CH2:13][CH2:14][CH:15]([NH:18][CH2:19][c:20]2[cH:21][cH:22][cH:23][cH:24][c:25]2[O:26][CH3:27])[CH2:16][CH2:17]1)[CH3:28]>>[C:4](=[O:5])([O:6][C:7]([CH3:8])([CH3:9])[CH3:10])[N:11]([CH:12]1[CH2:13][CH2:14][CH:15]([NH:18][CH2:19][c:20]2[cH:21][c:22](-[c:30]3[cH:31][cH:32][c:33]([C:36]([C:37]([F:38])([F:39])[F:40])=[O:41])[cH:34][cH:35]3)[cH:23][cH:24][c:25]2[O:26][CH3:27])[CH2:16][CH2:17]1)[CH3:28].